The task is: describe an organic reaction: reactants, conditions, products, and yield. This data is from the Open Reaction Database (ORD), a public repository of structured organic reaction records. The reactants are CO, ClC(Cl)Cl, ClCCl, Nc1ccccc1NCc1ccc(OCCN2CCCC2)cc1, O=C(Cl)c1ccc(OCCN2CCCC2)cc1, c1ccncc1. Product: O=C(Nc1ccccc1NCc1ccc(OCCN2CCCC2)cc1)c1ccc(OCCN2CCCC2)cc1. RXN SMILES: [CH3:54][OH:55].[Cl:47][CH:48]([Cl:49])[Cl:50].[Cl:51][CH2:52][Cl:53].[N:1]1([CH2:6][CH2:7][O:8][c:9]2[cH:10][cH:11][c:12]([CH2:13][NH:14][c:15]3[c:16]([NH2:21])[cH:17][cH:18][cH:19][cH:20]3)[cH:22][cH:23]2)[CH2:2][CH2:3][CH2:4][CH2:5]1.[N:30]1([CH2:35][CH2:36][O:37][c:38]2[cH:39][cH:40][c:41]([C:42](=[O:43])[Cl:44])[cH:45][cH:46]2)[CH2:31][CH2:32][CH2:33][CH2:34]1.[cH:24]1[cH:25][cH:26][n:27][cH:28][cH:29]1>>[N:1]1([CH2:6][CH2:7][O:8][c:9]2[cH:10][cH:11][c:12]([CH2:13][NH:14][c:15]3[c:16]([NH:21][C:42]([c:41]4[cH:40][cH:39][c:38]([O:37][CH2:36][CH2:35][N:30]5[CH2:31][CH2:32][CH2:33][CH2:34]5)[cH:46][cH:45]4)=[O:43])[cH:17][cH:18][cH:19][cH:20]3)[cH:22][cH:23]2)[CH2:2][CH2:3][CH2:4][CH2:5]1. Starting materials: N#CC1(c2ccc(Br)cc2)CC1, O=C([O-])[O-], Cc1ccccc1, CN(C)C=O, CNC1CCCCC1NC, CCOC(C)=O, [Cu]I, FC(F)(F)c1cc[nH]n1, [K+], [K+]. Yields the product N#CC1(c2ccc(-n3ccc(C(F)(F)F)n3)cc2)CC1. As a reaction SMILES: [Br:1][c:2]1[cH:3][cH:4][c:5]([C:8]2([C:11]#[N:12])[CH2:9][CH2:10]2)[cH:6][cH:7]1.[C:44](=[O:45])([O-:46])[O-:47].[CH3:22][c:23]1[cH:24][cH:25][cH:26][cH:27][cH:28]1.[CH3:29][N:30]([CH3:31])[CH:32]=[O:33].[CH3:34][NH:35][CH:36]1[CH2:37][CH2:38][CH2:39][CH2:40][CH:41]1[NH:42][CH3:43].[CH3:50][CH2:51][O:52][C:53]([CH3:54])=[O:55].[Cu:56][I:57].[F:13][C:14]([c:15]1[n:16][nH:17][cH:18][cH:19]1)([F:20])[F:21].[K+:48].[K+:49]>>[c:2]1(-[n:17]2[n:16][c:15]([C:14]([F:13])([F:20])[F:21])[cH:19][cH:18]2)[cH:3][cH:4][c:5]([C:8]2([C:11]#[N:12])[CH2:9][CH2:10]2)[cH:6][cH:7]1. Reactants: CCC1Nc2ccc(F)cc2NC1=O, CCC(Nc1ccc(F)cc1[N+](=O)[O-])C(=O)O. The product is CCC1Nc2ccc(F)cc2NC1=O. Reaction SMILES: [CH2:18]([CH:19]1[NH:20][c:21]2[c:22]([cH:23][c:24]([F:25])[cH:26][cH:27]2)[NH:28][C:29]1=[O:30])[CH3:31].[F:1][c:2]1[cH:3][c:4]([N+:15]([O-:16])=[O:17])[c:5]([NH:8][CH:9]([C:10](=[O:11])[OH:12])[CH2:13][CH3:14])[cH:6][cH:7]1>>[F:1][c:2]1[cH:3][c:4]2[c:5]([cH:6][cH:7]1)[NH:8][CH:9]([CH2:13][CH3:14])[C:10](=[O:11])[NH:15]2. The reactants are CCOc1ncc2c(=O)c3cccn3c3cccc1c23, O, O=[N+]([O-])O. The product is CCOc1ncc2c(=O)c3ccc([N+](=O)[O-])n3c3cccc1c23. RXN SMILES: [CH2:1]([CH3:2])[O:3][c:4]1[n:5][cH:6][c:7]2[c:8]3[c:9]([cH:10][cH:11][cH:12][c:13]13)[n:14]1[cH:15][cH:16][cH:17][c:18]1[c:19]2=[O:20].[OH2:21].[OH:22][N+:23]([O-:24])=[O:25]>>[CH2:1]([CH3:2])[O:3][c:4]1[n:5][cH:6][c:7]2[c:8]3[c:9]([cH:10][cH:11][cH:12][c:13]13)[n:14]1[c:15]([N+:23](=[O:22])[O-:24])[cH:16][cH:17][c:18]1[c:19]2=[O:20]. The reactants are C1(CCCC1)CCC(=O)Cl (cyclopentane propionyl chloride), C1(=CC=CC=C1)C[C@@H]1NC(OC1)=O ((S)-4-phenylmethyl-2-oxazolidinone). The product is C1(CCCC1)CCC(=O)N1C(OC[C@@H]1CC1=CC=CC=C1)=O ((S)-3-[3-cyclopentyl-1-oxopropyl]-4-(phenylmethyl)-2-oxazolidinone). Yield: 96.6%. As a reaction SMILES: [CH:1]1([CH2:6][CH2:7][C:8](Cl)=[O:9])[CH2:5][CH2:4][CH2:3][CH2:2]1.[C:11]1([CH2:17][C@H:18]2[CH2:22][O:21][C:20](=[O:23])[NH:19]2)[CH:16]=[CH:15][CH:14]=[CH:13][CH:12]=1>>[CH:1]1([CH2:6][CH2:7][C:8]([N:19]2[C@@H:18]([CH2:17][C:11]3[CH:16]=[CH:15][CH:14]=[CH:13][CH:12]=3)[CH2:22][O:21][C:20]2=[O:23])=[O:9])[CH2:5][CH2:4][CH2:3][CH2:2]1. Procedure details: Following the procedure described in Example 45, 6.4 g of cyclopentane propionyl chloride and 7.1 g of (S)-4-phenylmethyl-2-oxazolidinone yielded 11.6 g of (S)-3-[3-cyclopentyl-1-oxopropyl]-4-(phenylmethyl)-2-oxazolidinone. [α]D25 =+99.61° Reaction SMILES: [CH2:12]([CH3:13])[N:14]1[c:15]2[c:16]([c:39]([CH3:43])[cH:40][cH:41][n:42]2)[NH:17][C:18](=[O:38])[c:19]2[c:20]1[n:21][cH:22][c:23]([CH2:25][CH2:26][O:27][c:28]1[cH:29][cH:30][n:31][c:32]3[cH:33][cH:34][cH:35][cH:36][c:37]13)[cH:24]2.[Cl:44][CH2:45][Cl:46].[OH:1][O:2][C:3]([c:4]1[cH:5][c:6]([Cl:7])[cH:8][cH:9][cH:10]1)=[O:11]>>[O-:1][n+:31]1[cH:30][cH:29][c:28]([O:27][CH2:26][CH2:25][c:23]2[cH:22][n:21][c:20]3[c:19]([cH:24]2)[C:18](=[O:38])[NH:17][c:16]2[c:15]([n:42][cH:41][cH:40][c:39]2[CH3:43])[N:14]3[CH2:12][CH3:13])[c:37]2[c:32]1[cH:33][cH:34][cH:35][cH:36]2. Reactants: CCN1c2ncc(CCOc3ccnc4ccccc34)cc2C(=O)Nc2c(C)ccnc21, ClCCl, O=C(OO)c1cccc(Cl)c1. The product is CCN1c2ncc(CCOc3cc[n+]([O-])c4ccccc34)cc2C(=O)Nc2c(C)ccnc21. The reactants are COC(=O)c1ccc(-c2ccc(CCN(CC(O)c3ccccc3)C(=O)OC(C)(C)C)cc2)cc1OC(C)C, CO, Cl, [Na+], [OH-], O. Product: CC(C)Oc1cc(-c2ccc(CCN(CC(O)c3ccccc3)C(=O)OC(C)(C)C)cc2)ccc1C(=O)O. RXN SMILES: [C:1]([CH3:2])([CH3:3])([CH3:4])[O:5][C:6](=[O:7])[N:8]([CH2:9][CH2:10][c:11]1[cH:12][cH:13][c:14](-[c:17]2[cH:18][c:19]([O:27][CH:28]([CH3:29])[CH3:30])[c:20]([C:23](=[O:24])[O:25][CH3:26])[cH:21][cH:22]2)[cH:15][cH:16]1)[CH2:31][CH:32]([c:33]1[cH:34][cH:35][cH:36][cH:37][cH:38]1)[OH:39].[CH3:44][OH:45].[ClH:42].[Na+:41].[OH-:40].[OH2:43]>>[C:1]([CH3:2])([CH3:3])([CH3:4])[O:5][C:6](=[O:7])[N:8]([CH2:9][CH2:10][c:11]1[cH:12][cH:13][c:14](-[c:17]2[cH:18][c:19]([O:27][CH:28]([CH3:29])[CH3:30])[c:20]([C:23](=[O:24])[OH:25])[cH:21][cH:22]2)[cH:15][cH:16]1)[CH2:31][CH:32]([c:33]1[cH:34][cH:35][cH:36][cH:37][cH:38]1)[OH:39]. Starting materials: COC(C(C(=O)C)=CC1=CC(=CC=C1)[N+](=O)[O-])=O (Methyl-2-(3-nitrobenzyliden)acetoacetate), C1(=CC=CC=C1)N1N=C(C=C1N)C1=CC=CC=C1 (1,3-diphenyl-5-pyrazolamine). Solvent: C(C)O (ethanol). Product: COC(=O)C=1C(C2=C(NC1C)N(N=C2C2=CC=CC=C2)C2=CC=CC=C2)C2=CC(=CC=C2)[N+](=O)[O-] (4,7-dihydro-6-methyl-1,3-diphenyl-4-(3-nitrophenyl)-1H-pyrazolo[3,4-b]pyridin-5-carboxylic acid methyl ester). RXN SMILES: [CH3:1][O:2][C:3](=[O:18])[C:4](=[CH:8][C:9]1[CH:14]=[CH:13][CH:12]=[C:11]([N+:15]([O-:17])=[O:16])[CH:10]=1)[C:5]([CH3:7])=O.[C:19]1([N:25]2[C:29]([NH2:30])=[CH:28][C:27]([C:31]3[CH:36]=[CH:35][CH:34]=[CH:33][CH:32]=3)=[N:26]2)[CH:24]=[CH:23][CH:22]=[CH:21][CH:20]=1>C(O)C>[CH3:1][O:2][C:3]([C:4]1[CH:8]([C:9]2[CH:14]=[CH:13][CH:12]=[C:11]([N+:15]([O-:17])=[O:16])[CH:10]=2)[C:28]2[C:27]([C:31]3[CH:36]=[CH:35][CH:34]=[CH:33][CH:32]=3)=[N:26][N:25]([C:19]3[CH:20]=[CH:21][CH:22]=[CH:23][CH:24]=3)[C:29]=2[NH:30][C:5]=1[CH3:7])=[O:18]. Procedure details: Methyl-2-(3-nitrobenzyliden)acetoacetate is added to 1,3-diphenyl-5-pyrazolamine (0.010 mol) in ethanol (16 ml) and refluxed for 90 minutes under nitrogen. After cooling to room temperature, the solvent is evaporated under reduced pressure, the residue is taken up in ethyl ether, discarding the insolubles, and then the solvent is evaporated. Upon crystallization from methanol, the product of the title is obtained. M.p. 186°-189° C. The reactants are BrC=1C=C2C(=NC1)N(C=C2C(C2=C(C=CC=C2)CO)O)COC(C(C)(C)C)=O (2,2-Dimethyl-propionic acid 5-bromo-3-[hydroxy-(2-hydroxymethyl-phenyl)-methyl]-pyrrolo[2,3-b]pyridin-1-ylmethyl ester), B(F)(F)F.CCOCC (Boron trifluoride etherate). Solvent: ClCCl (dichloromethane). The product is BrC=1C=C2C(=NC1)N(C=C2C2OCC1=CC=CC=C21)COC(C(C)(C)C)=O (2,2-dimethyl-propionic acid 5-bromo-3-(1,3-dihydro-isobenzofuran-1-yl)-pyrrolo[2,3-b]pyridin-1-ylmethyl ester). Yield: 83.9%. Reaction SMILES: [Br:1][C:2]1[CH:3]=[C:4]2[C:10]([CH:11]([OH:20])[C:12]3[CH:17]=[CH:16][CH:15]=[CH:14][C:13]=3[CH2:18]O)=[CH:9][N:8]([CH2:21][O:22][C:23](=[O:28])[C:24]([CH3:27])([CH3:26])[CH3:25])[C:5]2=[N:6][CH:7]=1.B(F)(F)F.CCOCC>ClCCl>[Br:1][C:2]1[CH:3]=[C:4]2[C:10]([CH:11]3[C:12]4[C:13](=[CH:14][CH:15]=[CH:16][CH:17]=4)[CH2:18][O:20]3)=[CH:9][N:8]([CH2:21][O:22][C:23](=[O:28])[C:24]([CH3:25])([CH3:27])[CH3:26])[C:5]2=[N:6][CH:7]=1 |f:1.2|. Procedure: 2,2-Dimethyl-propionic acid 5-bromo-3-[hydroxy-(2-hydroxymethyl-phenyl)-methyl]-pyrrolo[2,3-b]pyridin-1-ylmethyl ester (1.60 g, 3.58 mmol) was dissolved in anhydrous dichloromethane (80 ml), and the mixture was stirred at room temperature. Boron trifluoride etherate (374 ul, 2.97 mmol) was added and the mixture stirred for 20 minutes. The reaction was quenched with saturated sodium bicarbonate solution. The organic layer was separated, and the aqueous layer was washed with dichloromethane. The o...